The task is: describe an organic reaction: reactants, conditions, products, and yield. This data is from the Open Reaction Database (ORD), a public repository of structured organic reaction records. Starting materials: COC=1C=C2C(OC3(CCNCC3)C2=CC1OC)=O (1,3-dihydro-5,6-dimethoxyspiro[isobenzofuran-1,4'-piperidine]-3-one), C1COC(C(CC)Cl)(C2=CC=C(C=C2)F)O1 (α-chloro-p-fluorobutyrophenone ethylene ketal). The product is COC=1C=C2C(OC3(CCN(CC3)CCCC(C3=CC=C(C=C3)F)=O)C2=CC1OC)=O (1,3-dihydro-5,6-dimethoxy-1'-[3-(4-fluorobenzoyl)propyl]spiro[isobenzofuran-1,4'-piperidine]-3-one). Reaction SMILES: [CH3:1][O:2][C:3]1[CH:4]=[C:5]2[C:14](=[CH:15][C:16]=1[O:17][CH3:18])[C:8]1([CH2:13][CH2:12][NH:11][CH2:10][CH2:9]1)[O:7][C:6]2=[O:19].C1O[C:23]([C:28]2[CH:33]=[CH:32][C:31]([F:34])=[CH:30][CH:29]=2)([CH:24](Cl)[CH2:25][CH3:26])[O:22]C1>>[CH3:1][O:2][C:3]1[CH:4]=[C:5]2[C:14](=[CH:15][C:16]=1[O:17][CH3:18])[C:8]1([CH2:13][CH2:12][N:11]([CH2:26][CH2:25][CH2:24][C:23](=[O:22])[C:28]3[CH:29]=[CH:30][C:31]([F:34])=[CH:32][CH:33]=3)[CH2:10][CH2:9]1)[O:7][C:6]2=[O:19]. Reported procedure: Reaction of 1,3-dihydro-5,6-dimethoxyspiro[isobenzofuran-1,4'-piperidine]-3-one and α-chloro-p-fluorobutyrophenone ethylene ketal by the method described in Example 6 provides 1,3-dihydro-5,6-dimethoxy-1'-[3-(4-fluorobenzoyl)propyl]spiro[isobenzofuran-1,4'-piperidine]-3-one.